From a dataset of the Open Reaction Database (ORD), a public repository of structured organic reaction records. describe an organic reaction: reactants, conditions, products, and yield Starting materials: CNC (dimethylamine), BrCCCCCC(=O)Cl (6-bromohexanoyl chloride). Solvent: O1CCCC1 (tetrahydrofuran), O1CCCC1 (tetrahydrofuran). Product: BrCCCCCC(=O)N(C)C (6-Bromo-N,N-dimethylhexanamide). Yield: 89.7%. Reaction SMILES: [CH3:1][NH:2][CH3:3].[Br:4][CH2:5][CH2:6][CH2:7][CH2:8][CH2:9][C:10](Cl)=[O:11]>O1CCCC1>[Br:4][CH2:5][CH2:6][CH2:7][CH2:8][CH2:9][C:10]([N:2]([CH3:3])[CH3:1])=[O:11]. Procedure details: A solution of 27.5 g (0.610 mole) of dimethylamine in 100 ml of cold tetrahydrofuran was added dropwise to a solution of 25.0 g (0.117 mole) of 6-bromohexanoyl chloride in 100 ml of tetrahydrofuran. The reaction mixture was stirred mechanically and the temperature maintained between 5° and 15° C. throughout the addition. After the final addition, the solution was filtered to remove the solid precipitate and the filtrate was concentrated under reduced pressure to yield 23.3 g (90%) of light-yello... Starting materials: BrC1=C(C=CC(=C1)F)C1N=C(NC(=C1C(=O)OC)CBr)C=1SC=CN1 (Methyl 4-(2-bromo-4-fluorophenyl)-6-(bromomethyl)-2-(thiazol-2-yl)-1,4-dihydropyrimidine-5-carboxylate), N1[C@H](COCC1)CO ((S)-morpholin-3-ylmethanol). Product: BrC1=C(C=CC(=C1)F)C1N=C(NC(=C1C(=O)OC)CN1[C@H](COCC1)CO)C=1SC=CN1 (Methyl 4-(2-bromo-4-fluorophenyl)-6-(((S)-3-(hydroxymethyl)morpholino)methyl)-2-(thiazol-2-yl)-1,4-dihydropyrimidine-5-carboxylate). The yield is 53.3%. As a reaction SMILES: [Br:1][C:2]1[CH:7]=[C:6]([F:8])[CH:5]=[CH:4][C:3]=1[CH:9]1[C:14]([C:15]([O:17][CH3:18])=[O:16])=[C:13]([CH2:19]Br)[NH:12][C:11]([C:21]2[S:22][CH:23]=[CH:24][N:25]=2)=[N:10]1.[NH:26]1[CH2:31][CH2:30][O:29][CH2:28][C@@H:27]1[CH2:32][OH:33]>>[Br:1][C:2]1[CH:7]=[C:6]([F:8])[CH:5]=[CH:4][C:3]=1[CH:9]1[C:14]([C:15]([O:17][CH3:18])=[O:16])=[C:13]([CH2:19][N:26]2[CH2:31][CH2:30][O:29][CH2:28][C@@H:27]2[CH2:32][OH:33])[NH:12][C:11]([C:21]2[S:22][CH:23]=[CH:24][N:25]=2)=[N:10]1. Procedure details: Methyl 4-(2-bromo-4-fluorophenyl)-6-(bromomethyl)-2-(thiazol-2-yl)-1,4-dihydropyrimidine-5-carboxylate (0.98 g, 2 mmol) was reacted with (S)-morpholin-3-ylmethanol (0.24 g, 2 mmol) according to the procedure as described in Example 25, Step B to give the title compound as a pale yellow solid (0.56 g, 53%). The compound was characterized by the following spectroscopic data: Reactants: O=C(O)c1cnccn1, Cc1ccc([N+](=O)[O-])cc1N. Reagents/catalysts: C1=CC=C(C=C1)P(=O)(C2=CC=CC=C2)Cl (DPPCI), CCN(C(C)C)C(C)C (DIPEA). Solvent: CN(C)C=O (DMF), CN(C)C=O (DMF), CN(C)C=O (DMF), CN(C)C=O (DMF), CN(C)C=O (DMF), CN(C)C=O (DMF). Conditions: temperature 25 celsius, time 2 hour. Yields the product Cc1ccc([N+](=O)[O-])cc1NC(=O)c1cnccn1. Yield: 5.0%. RXN SMILES: Cc1ccc([N+](=O)[O-])cc1N.O=C(O)c1cnccn1.C1=CC=C(C=C1)P(=O)(C2=CC=CC=C2)Cl.CCN(C(C)C)C(C)C.CN(C)C=O>>Cc1ccc([N+](=O)[O-])cc1NC(=O)c1cnccn1.